From a dataset of the Open Reaction Database (ORD), a public repository of structured organic reaction records. describe an organic reaction: reactants, conditions, products, and yield The yield is 70.3%. The product is NC1=CC(=C(C(=O)NCC2CCN(CC2)CCCCCCN(C2=CC=CC=C2)C)C=C1Cl)OC (4-amino-5-chloro-2-methoxy-N-((1-(6-(N-methyl-N-phenylamino)hexyl)piperidin-4-yl)-methyl)benzamide). Reactants: Cl.Cl.NC1=CC(=C(C(=O)NCC2CCNCC2)C=C1Cl)OC (4-Amino-5-chloro-2-methoxy-N-(piperidin-4-ylmethyl)benzamide dihydrochloride), C([O-])([O-])=O.[K+].[K+] (potassium carbonate), CN(C1=CC=CC=C1)CCCCCCCl (6-(N-methyl-N-phenylamino)hexyl chloride). RXN SMILES: Cl.Cl.[NH2:3][C:4]1[C:19]([Cl:20])=[CH:18][C:7]([C:8]([NH:10][CH2:11][CH:12]2[CH2:17][CH2:16][NH:15][CH2:14][CH2:13]2)=[O:9])=[C:6]([O:21][CH3:22])[CH:5]=1.C(=O)([O-])[O-].[K+].[K+].[CH3:29][N:30]([CH2:37][CH2:38][CH2:39][CH2:40][CH2:41][CH2:42]Cl)[C:31]1[CH:36]=[CH:35][CH:34]=[CH:33][CH:32]=1>>[NH2:3][C:4]1[C:19]([Cl:20])=[CH:18][C:7]([C:8]([NH:10][CH2:11][CH:12]2[CH2:13][CH2:14][N:15]([CH2:42][CH2:41][CH2:40][CH2:39][CH2:38][CH2:37][N:30]([CH3:29])[C:31]3[CH:32]=[CH:33][CH:34]=[CH:35][CH:36]=3)[CH2:16][CH2:17]2)=[O:9])=[C:6]([O:21][CH3:22])[CH:5]=1 |f:0.1.2,3.4.5|. Procedure details: 4-Amino-5-chloro-2-methoxy-N-(piperidin-4-ylmethyl)benzamide dihydrochloride (1.3 g) as starting compound, potassium carbonate (2.0 g) and 6-(N-methyl-N-phenylamino)hexyl chloride (0.8 g) were reacted and treated in the same manner as in Example 168 to give 1.2 g of 4-amino-5-chloro-2-methoxy-N-((1-(6-(N-methyl-N-phenylamino)hexyl)piperidin-4-yl)-methyl)benzamide. Starting materials: CSC=1N=C(C2=C(N1)C=CNC2=O)NC2=CC(=CC=C2)Br (2-(methylthio)-4-(3-bromophenylamino)pyrido[4,3-d]pyrimidin-5(6H)-one), C(=O)(OC(C)(C)C)NC1CCNCC1 (4-(boc-amino)piperidine), Cl (HCl). Solvent: O1CCOCC1 (dioxane). Product: Compound 84, Cl.NC1CCN(CC1)C=1N=C(C2=C(N1)C=CNC2=O)NC2=CC(=CC=C2)Br (2-(4-aminopiperidin-1-yl)-4-(3-bromophenylamino)pyrido[4,3-d]pyrimidin-5(6H)-one hydrochloride). Isolated yield 15.0%. Reaction SMILES: CS[C:3]1[N:4]=[C:5]([NH:14][C:15]2[CH:20]=[CH:19][CH:18]=[C:17]([Br:21])[CH:16]=2)[C:6]2[C:12](=[O:13])[NH:11][CH:10]=[CH:9][C:7]=2[N:8]=1.C([NH:29][CH:30]1[CH2:35][CH2:34][NH:33][CH2:32][CH2:31]1)(OC(C)(C)C)=O.[ClH:36]>O1CCOCC1>[ClH:36].[NH2:29][CH:30]1[CH2:35][CH2:34][N:33]([C:3]2[N:4]=[C:5]([NH:14][C:15]3[CH:20]=[CH:19][CH:18]=[C:17]([Br:21])[CH:16]=3)[C:6]3[C:12](=[O:13])[NH:11][CH:10]=[CH:9][C:7]=3[N:8]=2)[CH2:32][CH2:31]1 |f:4.5|. Procedure: Compound 84 was prepared as described in Example 1g starting from 2-(methylthio)-4-(3-bromophenylamino)pyrido[4,3-d]pyrimidin-5(6H)-one (80 mg, 0.23 mmol) and 4-(boc-amino)piperidine (70 mg, 0.35 mmol) and treating with 4 N HCl in dioxane to yield the title compound (15 mg, 15%). MS m/z: 405.2 (M+1)+. 1H NMR (300 MHz, DMSO-d6) δ ppm 12.12 (s, 1H), 11.92 (s, 1H), 8.24 (s, 1H), 8.09 (s, 3H), 7.59-7.50 (m, 2H), 7.40-7.36 (m, 2H), 6.48 (s, 1H), 4.70 (s, 2H), 2.08-0.87 (m, 7H). Starting materials: O=C([O-])[O-], CS(=O)(=O)OCCCOCCOC1CCCCO1, CN(C)C=O, Clc1ncnc2cc[nH]c12, [Cs+], [Cs+], O. The product is Clc1ncnc2ccn(CCCOCCOC3CCCCO3)c12. As a reaction SMILES: [C:29](=[O:30])([O-:31])[O-:32].[CH3:11][S:12]([O:13][CH2:16][CH2:17][CH2:18][O:19][CH2:20][CH2:21][O:22][CH:23]1[O:24][CH2:25][CH2:26][CH2:27][CH2:28]1)(=[O:14])=[O:15].[CH3:36][N:37]([CH3:38])[CH:39]=[O:40].[Cl:1][c:2]1[c:3]2[c:4]([n:5][cH:6][n:7]1)[cH:8][cH:9][nH:10]2.[Cs+:33].[Cs+:34].[OH2:35]>>[Cl:1][c:2]1[c:3]2[c:4]([n:5][cH:6][n:7]1)[cH:8][cH:9][n:10]2[CH2:16][CH2:17][CH2:18][O:19][CH2:20][CH2:21][O:22][CH:23]1[O:24][CH2:25][CH2:26][CH2:27][CH2:28]1. The reactants are C(C#C)N(CCCN(C\C=C\CN(CCCN(C(=O)OC(C)(C)C)CC#C)C(=O)OC(C)(C)C)C(=O)OC(C)(C)C)C(=O)OC(C)(C)C ((E)-1,14-di-propargyl-1,5,10,14-tetra-BOC-1,5,10,14-tetraazatetradec-7-ene), Cl (hydrochloric acid). Product: Cl.Cl.Cl.Cl.C(C#C)NCCCNC\C=C\CNCCCNCC#C ((E)-1,14-Di-propargyl-1,5,10,14-tetraazatetradec-7-ene tetrahydrochloride). As a reaction SMILES: [CH2:1]([N:4](C(OC(C)(C)C)=O)[CH2:5][CH2:6][CH2:7][N:8](C(OC(C)(C)C)=O)[CH2:9]/[CH:10]=[CH:11]/[CH2:12][N:13](C(OC(C)(C)C)=O)[CH2:14][CH2:15][CH2:16][N:17]([CH2:25][C:26]#[CH:27])C(OC(C)(C)C)=O)[C:2]#[CH:3].[ClH:49]>>[ClH:49].[ClH:49].[ClH:49].[ClH:49].[CH2:25]([NH:17][CH2:16][CH2:15][CH2:14][NH:13][CH2:12]/[CH:11]=[CH:10]/[CH2:9][NH:8][CH2:7][CH2:6][CH2:5][NH:4][CH2:1][C:2]#[CH:3])[C:26]#[CH:27] |f:2.3.4.5.6|. Procedure: 0.97 g (1.43 mmol) of (E)-1,14-di-propargyl-1,5,10,14-tetra-BOC-1,5,10,14-tetraazatetradec-7-ene and 15 ml of 3N methanolic hydrochloric acid are reacted analogously to Example 1. Recrystallisation of the crude product from methanol/water yields the title compound, m.p. >260° C. 1H-NMR (D2O): δ2.07-2.19(m,4H); 3.01(t,2H); 3.15-3.30(m,8H); 3.77(d,4H); 3.96(d,4H); 6.05-6.07(m,2H).